This data is from the Open Reaction Database (ORD), a public repository of structured organic reaction records. The task is: describe an organic reaction: reactants, conditions, products, and yield Reactants: ClC1=CC(=NC2=CC=C(C=C12)C)N1CCS(C2=C(C1)C=CC=C2)(=O)=O (4-(4-chloro-6-methylquinolin-2-yl)-2,3,4,5-tetrahydro-1,4-benzothiazepine 1,1-dioxide), NCC1(CCC1)N (1-(aminomethyl)cyclobutanamine). The product is NC1(CCC1)CNC1=CC(=NC2=CC=C(C=C12)C)N1CCS(C2=C(C1)C=CC=C2)(=O)=O (N-[(1-Aminocyclobutyl)methyl]-2-(1,1-dioxido-2,3-dihydro-1,4-benzothiazepin-4(5H)-yl)-6-methylquinolin-4-amine). RXN SMILES: Cl[C:2]1[C:11]2[C:6](=[CH:7][CH:8]=[C:9]([CH3:12])[CH:10]=2)[N:5]=[C:4]([N:13]2[CH2:19][C:18]3[CH:20]=[CH:21][CH:22]=[CH:23][C:17]=3[S:16](=[O:25])(=[O:24])[CH2:15][CH2:14]2)[CH:3]=1.[NH2:26][CH2:27][C:28]1([NH2:32])[CH2:31][CH2:30][CH2:29]1>>[NH2:32][C:28]1([CH2:27][NH:26][C:2]2[C:11]3[C:6](=[CH:7][CH:8]=[C:9]([CH3:12])[CH:10]=3)[N:5]=[C:4]([N:13]3[CH2:19][C:18]4[CH:20]=[CH:21][CH:22]=[CH:23][C:17]=4[S:16](=[O:25])(=[O:24])[CH2:15][CH2:14]3)[CH:3]=2)[CH2:31][CH2:30][CH2:29]1. Procedure details: The title compound was prepared in analogy to Example 3-1 in Scheme 5 by using 4-(4-chloro-6-methylquinolin-2-yl)-2,3,4,5-tetrahydro-1,4-benzothiazepine 1,1-dioxide (prepared in analogy to the one in Example 2-1) and 1-(aminomethyl)cyclobutanamine. MS obsd. (ESI+) [(M+H)+] 437, 1H NMR (400 MHz, CD3OD) δ ppm 7.97 (m, J=2.0 Hz, 1 H), 7.86 (d, J=1.8 Hz, 1 H), 7.70 (s, 1 H), 7.61 (t, J=3.6 Hz, 1 H), 7.45 (m, J=3.0 Hz, 2 H), 7.30 (m, J=2.5 Hz, 1 H), 6.13 (s, 1 H), 5.18 (s, 2 H), 4.53 (br. s., 2 H), 3... The reactants are CC1=CN=NC=C1 (4-methylpyridazine), solution, C(C)(C)NC(C)C (diisopropylamine), C(CCC)[Li] (n-butyllithium), IC (Iodomethane). Run in O1CCCC1 (tetrahydrofuran), O (Water), CCCCCC (hexane). Yields the product C(C)(C)[N-]C(C)C.[Li+] (lithium diisopropylamide), C(C)C1=CN=NC=C1 (4-Ethylpyridazine). RXN SMILES: [CH:1]([NH:4][CH:5]([CH3:7])[CH3:6])([CH3:3])[CH3:2].[CH2:8]([Li:12])[CH2:9][CH2:10][CH3:11].CC1C=[CH:18][N:17]=[N:16][CH:15]=1.IC>CCCCCC.O1CCCC1.O>[CH:1]([N-:4][CH:5]([CH3:7])[CH3:6])([CH3:3])[CH3:2].[Li+:12].[CH2:10]([C:9]1[CH:8]=[CH:18][N:17]=[N:16][CH:15]=1)[CH3:11] |f:7.8|. Procedure: A solution of lithium diisopropylamide was prepared as described in Example 1(i) from diisopropylamine (17.9 g) and n-butyllithium (70.4 ml of a 2.5M solution in hexane) in dry tetrahydrofuran (300 ml) under an atmosphere of dry nitrogen. To this solution at -70° was added 4-methylpyridazine, dropwise with stirring, ensuring that the temperature did not rise above -60°. Iodomethane (27.25 g) was added slowly with stirring, the solution was stirred at -70° for 1 hour and then allowed to warm to r... Reactants: CN(C)C=O, [Cl-], COc1c(Cl)cc(C(=O)N2CS(=O)(=O)c3ccccc32)cc1C#N, Cl, [Li+]. Product: N#Cc1cc(C(=O)N2CS(=O)(=O)c3ccccc32)cc(Cl)c1O. RXN SMILES: [CH3:28][N:29]([CH3:30])[CH:31]=[O:32].[Cl-:26].[Cl:1][c:2]1[cH:3][c:4]([C:5](=[O:6])[N:7]2[CH2:8][S:9](=[O:16])(=[O:17])[c:10]3[c:11]2[cH:12][cH:13][cH:14][cH:15]3)[cH:18][c:19]([C:23]#[N:24])[c:20]1[O:21][CH3:22].[ClH:27].[Li+:25]>>[Cl:1][c:2]1[cH:3][c:4]([C:5](=[O:6])[N:7]2[CH2:8][S:9](=[O:16])(=[O:17])[c:10]3[c:11]2[cH:12][cH:13][cH:14][cH:15]3)[cH:18][c:19]([C:23]#[N:24])[c:20]1[OH:21]. Starting materials: CN1CCC2=C(C(C1)O)C=CS2 (6-methyl-5,6,7,8-tetrahydro-4H-thieno[2,3-d]azepin-4-ol), BrC1=C(C=CC=C1)F (2-bromo-1-fluorobenzene). Yields the product BrC1=C(C=CC=C1)OC1C2=C(CCN(C1)C)SC=C2 (4-(2-Bromophenyloxy)-6-methyl-5,6,7,8-tetrahydro-4H-thieno[2,3-d]azepine). Reaction SMILES: [CH3:1][N:2]1[CH2:8][CH:7]([OH:9])[C:6]2[CH:10]=[CH:11][S:12][C:5]=2[CH2:4][CH2:3]1.[Br:13][C:14]1[CH:19]=[CH:18][CH:17]=[CH:16][C:15]=1F>>[Br:13][C:14]1[CH:19]=[CH:18][CH:17]=[CH:16][C:15]=1[O:9][CH:7]1[CH2:8][N:2]([CH3:1])[CH2:3][CH2:4][C:5]2[S:12][CH:11]=[CH:10][C:6]1=2. Procedure: The same method as in Example 1 was conducted using 6-methyl-5,6,7,8-tetrahydro-4H-thieno[2,3-d]azepin-4-ol (Reference Example 28) instead of 6-methyl-4,5,6,7-tetrahydrothieno[2,3-c]pyridin-4-ol (Reference Example 6) and was conducted using 2-bromo-1-fluorobenzene instead of 1-fluoronaphthalene to give the objective compound. Starting materials: O (water), O.O.[Cr](=O)(=O)([O-])O[Cr](=O)(=O)[O-].[Na+].[Na+] (sodium dichromate dihydrate), C(C)(=O)NC1=C2CCC=3C=CC(=C(C(=C1)Cl)C32)Cl (3-Acetylamino-5,6-dichloroacenaphthene), C(C)(=O)OC(C)=O (acetic anhydride). The solvent is C(C)(=O)O (acetic acid). Yields the product C(C)(=O)NC1=C(C2=CC=CC(=C2C(=C1)Cl)Cl)C(=O)OC(=O)C1=C(C=C(C2=C(C=CC=C12)Cl)Cl)NC(C)=O (2-Acetylamino-4,5-dichloronaphthalic anhydride). Isolated yield 83.0%. RXN SMILES: [OH2:1].O.[Cr](O[Cr]([O-])(=O)=O)([O-])(=O)=O.[Na+].[Na+].[C:14]([O:17][C:18](=[O:20])[CH3:19])(=[O:16])[CH3:15].[C:21]([NH:24][C:25]1[CH:35]=[C:34]([Cl:36])[C:33]2[C:37]3C=1CC[C:29]=3[CH:30]=[CH:31][C:32]=2[Cl:38])(=[O:23])[CH3:22].O>C(O)(=O)C>[C:21]([NH:24][C:25]1[CH:35]=[C:34]([Cl:36])[C:33]2[C:37](=[CH:29][CH:30]=[CH:31][C:32]=2[Cl:38])[C:15]=1[C:14]([O:17][C:18]([C:19]1[C:37]2[C:33](=[C:32]([Cl:38])[CH:31]=[CH:30][CH:29]=2)[C:34]([Cl:36])=[CH:35][C:25]=1[NH:24][C:21](=[O:23])[CH3:22])=[O:20])=[O:16])(=[O:1])[CH3:22] |f:0.1.2.3.4|. Procedure details: A suspension of sodium dichromate dihydrate (7.5 g, 25 mmol) in 50 mL of acetic acid was heated to reflux and treated with acetic anhydride (6.6 g, 65 mmol). The reaction was stirred at reflux and treated portionwise with 3-acetylamino-5,6-dichloroacenapthene (1.4 g, 5.0 mmol, from Example E4). The reaction was refluxed for 5 hours, cooled to room temperature and poured into a mixture of ice and water. The resulting precipitate was removed by filtration, washed with water and dried in vacuo to g... Starting materials: BrC=1C(=NC=C(C1)Br)C(CNC(C1=C(C=CC=C1)C(F)(F)F)=O)=O (N-[2-(3,5-dibromopyridine-2-yl)-2-oxoethyl]-2-(trifluoromethyl)benzamide), Cl.C(C)ON (ethoxyamine hydrochloride). Solvent: C(C)O (ethanol). Conditions: time 18 hour. The product is BrC=1C(=NC=C(C1)Br)C(CNC(C1=C(C=CC=C1)C(F)(F)F)=O)=NOCC (N-[2-(3,5-dibromopyridine-2-yl)-2-(ethoxyimino)ethyl]-2-(trifluoromethyl)benzamide). Yield: 89.3%. RXN SMILES: [Br:1][C:2]1[C:3]([C:9](=O)[CH2:10][NH:11][C:12](=[O:23])[C:13]2[CH:18]=[CH:17][CH:16]=[CH:15][C:14]=2[C:19]([F:22])([F:21])[F:20])=[N:4][CH:5]=[C:6]([Br:8])[CH:7]=1.Cl.[CH2:26]([O:28][NH2:29])[CH3:27]>C(O)C>[Br:1][C:2]1[C:3]([C:9](=[N:29][O:28][CH2:26][CH3:27])[CH2:10][NH:11][C:12](=[O:23])[C:13]2[CH:18]=[CH:17][CH:16]=[CH:15][C:14]=2[C:19]([F:22])([F:21])[F:20])=[N:4][CH:5]=[C:6]([Br:8])[CH:7]=1 |f:1.2|. Procedure: To 200 mg of N-[2-(3,5-dibromopyridine-2-yl)-2-oxoethyl]-2-(trifluoromethyl)benzamide in 1.4 ml of ethanol, 63 mg of ethoxyamine hydrochloride was added, and the mixture was stirred at room temperature for 18 hours. After completion of the reaction, the solvent was evaporated under reduced pressure, the resulting residue was mixed with 4 ml of water and extracted with ethyl acetate (4 ml×2), the resulting organic layers were combined, dried over saturated aqueous sodium chloride and then anhydro... The reactants are BrCCCCCCCCCCCCCCCCO (16-bromo-1-hexadecanol), FC1=C(C=CC=C1F)C1=CC=C(C=C1)O (2,3-difluoro-4'-hydroxybiphenyl), C([O-])([O-])=O.[K+].[K+] (potassium carbonate), C(C)C(=O)C (methyl ethyl ketone). The solvent is O (water). The product is FC1=C(C=CC=C1F)C1=CC=C(C=C1)OCCCCCCCCCCCCCCCCO (2,3-difluoro-4'-(16-hydroxyhexadecyl)oxybiphenyl). The yield is 85.0%. As a reaction SMILES: Br[CH2:2][CH2:3][CH2:4][CH2:5][CH2:6][CH2:7][CH2:8][CH2:9][CH2:10][CH2:11][CH2:12][CH2:13][CH2:14][CH2:15][CH2:16][CH2:17][OH:18].[F:19][C:20]1[C:25]([F:26])=[CH:24][CH:23]=[CH:22][C:21]=1[C:27]1[CH:32]=[CH:31][C:30]([OH:33])=[CH:29][CH:28]=1.C(=O)([O-])[O-].[K+].[K+].C(C(C)=O)C>O>[F:19][C:20]1[C:25]([F:26])=[CH:24][CH:23]=[CH:22][C:21]=1[C:27]1[CH:32]=[CH:31][C:30]([O:33][CH2:2][CH2:3][CH2:4][CH2:5][CH2:6][CH2:7][CH2:8][CH2:9][CH2:10][CH2:11][CH2:12][CH2:13][CH2:14][CH2:15][CH2:16][CH2:17][OH:18])=[CH:29][CH:28]=1 |f:2.3.4|. Procedure: First, 3 g of 16-bromo-1-hexadecanol, 1.9 g of 2,3-difluoro-4'-hydroxybiphenyl, 2.6 g of potassium carbonate, and 50 ml of methyl ethyl ketone were placed in a 100 ml flask. The reaction mixture was stirred under reflux for 32 hours. The reaction mixture was poured into water, and an organic layer was extracted with ether. The ether layer was washed with water and dried over anhydrous sodium sulfate. Thereafter, the solvent was distilled away. The residue was recrystallized from acetone to obtai... Starting materials: COC(=O)C1=C(NC(=C(C1C1=CC(=CC=C1)[N+](=O)[O-])C(=O)O)C)C (2,6-dimethyl-4-(3-nitrophenyl)-1,4-dihydropyridine-3,5-dicarboxylic acid monomethyl ester), C1(=CC=CC=C1)C(C)N1CCC(CC1)O (1-(1-phenylethyl)-4-hydroxypiperidine), CN(C=O)C (dimethylformamide), S(=O)(Cl)Cl (thionyl chloride). Solvent: ClCCl (dichloromethane). Reaction conditions: time 1.5 hour. Product: Cl.COC(=O)C=1C(C(=C(NC1C)C)C(=O)OC1CCN(CC1)CCC1=CC=CC=C1)C1=CC(=CC=C1)[N+](=O)[O-] (2,6-dimethyl-4-(3-nitrophenyl)-1,4-dihydropyridine-3,5-dicarboxylic acid-3-[1-(-phenylethyl)-4-piperidinyl]ester-5-methyl ester hydrochloride). Yield: 41.2%. RXN SMILES: [CH3:1][O:2][C:3]([C:5]1[CH:10]([C:11]2[CH:16]=[CH:15][CH:14]=[C:13]([N+:17]([O-:19])=[O:18])[CH:12]=2)[C:9]([C:20]([OH:22])=[O:21])=[C:8]([CH3:23])[NH:7][C:6]=1[CH3:24])=[O:4].[CH3:25]N(C)C=O.S(Cl)([Cl:32])=O.[C:34]1([CH:40]([N:42]2[CH2:47][CH2:46][CH:45](O)[CH2:44][CH2:43]2)C)[CH:39]=[CH:38][CH:37]=[CH:36][CH:35]=1>ClCCl>[ClH:32].[CH3:1][O:2][C:3]([C:5]1[CH:10]([C:11]2[CH:16]=[CH:15][CH:14]=[C:13]([N+:17]([O-:19])=[O:18])[CH:12]=2)[C:9]([C:20]([O:22][CH:45]2[CH2:44][CH2:43][N:42]([CH2:40][CH2:34][C:39]3[CH:25]=[CH:35][CH:36]=[CH:37][CH:38]=3)[CH2:47][CH2:46]2)=[O:21])=[C:8]([CH3:23])[NH:7][C:6]=1[CH3:24])=[O:4] |f:5.6|. Reported procedure: In this example, 4.98 g of 2,6-dimethyl-4-(3-nitrophenyl)-1,4-dihydropyridine-3,5-dicarboxylic acid monomethyl ester was suspended in a mixture solvent of 7.5 ml of dimethylformamide and 30 ml of dichloromethane, and 1.2 ml of thionyl chloride was added thereto under ice cooling. The mixture was stirred under ice cooling for 1.5 hours to make a homogeneous solution. 3.39 g of 1-(1-phenylethyl)-4-hydroxypiperidine was added thereto, and then stirring was effected under ice cooling for 2 hours. Af... Starting materials: O=C([O-])[O-], CC(=O)OCCBr, CN(C)C=O, [Cs+], [Cs+], Cc1ccc(-c2c(O)nn(Cc3ccccc3)c2N)cc1. Product: CC(=O)OCCOc1nn(Cc2ccccc2)c(N)c1-c1ccc(C)cc1. Reaction SMILES: [C:22](=[O:23])([O-:24])[O-:25].[C:28]([CH3:29])(=[O:30])[O:31][CH2:32][CH2:33][Br:34].[CH3:35][N:36]([CH3:37])[CH:38]=[O:39].[Cs+:26].[Cs+:27].[NH2:1][c:2]1[c:3](-[c:15]2[cH:16][cH:17][c:18]([CH3:21])[cH:19][cH:20]2)[c:4]([OH:14])[n:5][n:6]1[CH2:7][c:8]1[cH:9][cH:10][cH:11][cH:12][cH:13]1>>[NH2:1][c:2]1[c:3](-[c:15]2[cH:16][cH:17][c:18]([CH3:21])[cH:19][cH:20]2)[c:4]([O:14][CH2:33][CH2:32][O:31][C:28]([CH3:29])=[O:30])[n:5][n:6]1[CH2:7][c:8]1[cH:9][cH:10][cH:11][cH:12][cH:13]1. Reactants: [Br-].OC(C(=O)O[C@H]1C[N+]2(CCC1CC2)CC(NC2=NOC=C2)=O)(C2=CC=CC=C2)C2=CC=C(C=C2)OC ((R)-3-[2-Hydroxy-2-(4-methoxy-phenyl)-2-phenyl-acetoxy]-1-(isoxazol-3-ylcarbamoylmethyl)-1-azonia-bicyclo[2.2.2]octane bromide), N12C[C@@H](C(CC1)CC2)OC(C(C2=C(C=CC=C2)C)(C2=CC=CC=C2)O)=O (hydroxy-phenyl-o-tolyl-acetic acid (R)-(1-aza-bicyclo[2.2.2]oct-3-yl)ester), N12C[C@@H](C(CC1)CC2)OC(C(C2=CC=CC=C2)(C2=CC=C(C=C2)OC)O)=O (hydroxy-(4-methoxy-phenyl)-phenyl-acetic acid (R)-(1-aza-bicyclo[2.2.2]oct-3-yl)ester), N12C[C@@H](C(CC1)CC2)OC(C(C2=C(C=CC=C2)C)(C2=CC=CC=C2)O)=O (hydroxy-phenyl-o-tolyl-acetic acid (R)-(1-aza-bicyclo[2.2.2]oct-3-yl)ester). Product: [Br-].OC(C(=O)O[C@H]1C[N+]2(CCC1CC2)CC(NC2=NOC=C2)=O)(C2=C(C=CC=C2)C)C2=CC=CC=C2 ((R)-3-(2-Hydroxy-2-phenyl-2-o-tolyl-acetoxy)-1-(isoxazol-3-ylcarbamoylmethyl)-1-azonia-bicyclo[2.2.2]octane bromide). RXN SMILES: [Br-:1].[OH:2][C:3]([C:30]1[CH:35]=[CH:34][C:33](OC)=[CH:32][CH:31]=1)([C:24]1[CH:29]=[CH:28][CH:27]=[CH:26][CH:25]=1)[C:4]([O:6][C@@H:7]1[CH:12]2[CH2:13][CH2:14][N+:9]([CH2:15][C:16](=[O:23])[NH:17][C:18]3[CH:22]=[CH:21][O:20][N:19]=3)([CH2:10][CH2:11]2)[CH2:8]1)=[O:5].N12CCC(CC1)[C@@H](OC(=O)C(O)(C1C=CC(OC)=CC=1)C1C=CC=CC=1)[CH2:39]2.N12CCC(CC1)[C@@H](OC(=O)C(O)(C1C=CC=CC=1)C1C=CC=CC=1C)C2>>[Br-:1].[OH:2][C:3]([C:30]1[CH:31]=[CH:32][CH:33]=[CH:34][CH:35]=1)([C:24]1[CH:29]=[CH:28][CH:27]=[CH:26][C:25]=1[CH3:39])[C:4]([O:6][C@@H:7]1[CH:12]2[CH2:11][CH2:10][N+:9]([CH2:15][C:16](=[O:23])[NH:17][C:18]3[CH:22]=[CH:21][O:20][N:19]=3)([CH2:14][CH2:13]2)[CH2:8]1)=[O:5] |f:0.1,4.5|. Procedure: This compound is prepared using an method analogous to (R)-3-[2-hydroxy-2-(4-methoxy-phenyl)-2-phenyl-acetoxy]-1-(isoxazol-3-ylcarbamoylmethyl)-1-azonia-bicyclo[2.2.2]-octane bromide (Example 22) by replacing hydroxy-(4-methoxy-phenyl)-phenyl-acetic acid (R)-(1-aza-bicyclo[2.2.2]oct-3-yl)ester (Intermediate O) with hydroxy-phenyl-o-tolyl-acetic acid (R)-(1-aza-bicyclo[2.2.2]oct-3-yl)ester (Intermediate P).